This data is from the Open Reaction Database (ORD), a public repository of structured organic reaction records. The task is: describe an organic reaction: reactants, conditions, products, and yield Reactants: C(C(=O)O)(=O)O (oxalic acid), N1(CCCCC1)CCOC1=CC=C(C=C1)CC=1C2=C(SC1C1=CC=C(C=C1)OCCN1CCCC1)C=C(C=C2)CN (3-[[4-[2-(1-Piperidinyl)ethoxy]phenyl]methyl]-2-[4-[2-(1-pyrrolidinyl)ethoxy]phenyl]benzo[b]thiophene-6-methanamine), CCOCC (ether). Run in C(C)(=O)OCC (ethyl acetate), C(C)(=O)OCC (ethyl acetate). Product: C(C(=O)O)(=O)O.C(C(=O)O)(=O)O.N1(CCCCC1)CCOC1=CC=C(C=C1)CC=1C2=C(SC1C1=CC=C(C=C1)OCCN1CCCC1)C=C(C=C2)C(N)=O (3-[[4-[2-(1-Piperidinyl)ethoxy]phenyl]methyl]-2-[4-[2-(1-pyrrolidinyl)ethoxy]phenyl]benzo[b]thiophone-6-methanamine Dioxalate). Yield: 99.0%. RXN SMILES: [N:1]1([CH2:7][CH2:8][O:9][C:10]2[CH:15]=[CH:14][C:13]([CH2:16][C:17]3[C:18]4[CH:39]=[CH:38][C:37]([CH2:40][NH2:41])=[CH:36][C:19]=4[S:20][C:21]=3[C:22]3[CH:27]=[CH:26][C:25]([O:28][CH2:29][CH2:30][N:31]4[CH2:35][CH2:34][CH2:33][CH2:32]4)=[CH:24][CH:23]=3)=[CH:12][CH:11]=2)[CH2:6][CH2:5][CH2:4][CH2:3][CH2:2]1.[C:42]([OH:47])(=[O:46])[C:43]([OH:45])=[O:44].CC[O:50]CC>C(OCC)(=O)C>[C:42]([OH:47])(=[O:46])[C:43]([OH:45])=[O:44].[C:42]([OH:47])(=[O:46])[C:43]([OH:45])=[O:44].[N:1]1([CH2:7][CH2:8][O:9][C:10]2[CH:15]=[CH:14][C:13]([CH2:16][C:17]3[C:18]4[CH:39]=[CH:38][C:37]([C:40](=[O:50])[NH2:41])=[CH:36][C:19]=4[S:20][C:21]=3[C:22]3[CH:27]=[CH:26][C:25]([O:28][CH2:29][CH2:30][N:31]4[CH2:32][CH2:33][CH2:34][CH2:35]4)=[CH:24][CH:23]=3)=[CH:12][CH:11]=2)[CH2:6][CH2:5][CH2:4][CH2:3][CH2:2]1 |f:4.5.6|. Reported procedure: 3-[[4-[2-(1-Piperidinyl)ethoxy]phenyl]methyl]-2-[4-[2-(1-pyrrolidinyl)ethoxy]phenyl]benzo[b]thiophene-6-methanamine (Part C) was dissolved in 50 mL of ethyl acetate and added to a solution of 100 mg of oxalic acid in 30 mL of ethyl acetate. After adding 10 mL of ether to the solution, the precipitate was filtered to give 1.05 g (99%) of a white solid. The reactants are O=C1NC2=CC=C(C=C2C(=C1)C(F)(F)F)CC1=CC=C(C=C1)S(=O)(=O)Cl (4-(2-oxo4-trifluoromethyl-1,2-dihydroquinolin-6-ylmethyl)-benzenesulfonyl chloride), C(C)(C)N (i-PrNH2), CCOC(=O)C (EtOAc). The solvent is C(Cl)Cl (CH2Cl2). Reaction conditions: temperature 20 celsius, time 10 minute. Yields the product C(C)(C)NS(=O)(=O)C1=CC=C(C=C1)CC=1C=C2C(=CC(NC2=CC1)=O)C(F)(F)F (N-Isopropyl-4-(2-oxo4-trifluoromethyl-1,2-dihydroquinolin-6-ylmethyl)benzenesulfonamide). Yield: 44.9%. Reaction SMILES: [O:1]=[C:2]1[CH:11]=[C:10]([C:12]([F:15])([F:14])[F:13])[C:9]2[C:4](=[CH:5][CH:6]=[C:7]([CH2:16][C:17]3[CH:22]=[CH:21][C:20]([S:23](Cl)(=[O:25])=[O:24])=[CH:19][CH:18]=3)[CH:8]=2)[NH:3]1.[CH:27]([NH2:30])([CH3:29])[CH3:28].CCOC(C)=O>C(Cl)Cl>[CH:27]([NH:30][S:23]([C:20]1[CH:21]=[CH:22][C:17]([CH2:16][C:7]2[CH:8]=[C:9]3[C:4](=[CH:5][CH:6]=2)[NH:3][C:2](=[O:1])[CH:11]=[C:10]3[C:12]([F:15])([F:14])[F:13])=[CH:18][CH:19]=1)(=[O:25])=[O:24])([CH3:29])[CH3:28]. Procedure: A stirred solution of 4-(2-oxo4-trifluoromethyl-1,2-dihydroquinolin-6-ylmethyl)-benzenesulfonyl chloride (Preparation 1, 17 mg, 42 μmol) in anhydrous CH2Cl2 (0.5 mL) was treated dropwise with an excess of i-PrNH2 (145 μL, 1680 μmol). After stirring at 20° C. for 10 min, the reaction mixture was submitted to column chromatography (EtOAc) to furnish the title compound (8 mg, 45%): δH (CD3OD)=1.00 (d, 6H), 3.35 (sept, 1H), 4.20 (s, 2H), 7.00 (s, 1H), 7.15–7.20 (m, 3H), 7.50 (dd, 1H), 7.60 (d, 1H), ... The reactants are CCOC(C)=O, COCCCCC(O)(c1cccc(Cl)c1F)C1CCCN(C(=O)NC2CN(C(=O)OCc3ccccc3)CCC2C2CCCCC2)C1, Cl[Pd]Cl. Product: COCCCCC(O)(c1cccc(Cl)c1F)C1CCCN(C(=O)NC2CNCCC2C2CCCCC2)C1. As a reaction SMILES: [CH3:51][CH2:52][O:53][C:54]([CH3:55])=[O:56].[Cl:1][c:2]1[c:3]([F:47])[c:4]([C:8]([CH2:9][CH2:10][CH2:11][CH2:12][O:13][CH3:14])([OH:15])[CH:16]2[CH2:17][N:18]([C:22](=[O:23])[NH:24][CH:25]3[CH2:26][N:27]([C:37]([O:38][CH2:39][c:40]4[cH:41][cH:42][cH:43][cH:44][cH:45]4)=[O:46])[CH2:28][CH2:29][CH:30]3[CH:31]3[CH2:32][CH2:33][CH2:34][CH2:35][CH2:36]3)[CH2:19][CH2:20][CH2:21]2)[cH:5][cH:6][cH:7]1.[Cl:48][Pd:49][Cl:50]>>[Cl:1][c:2]1[c:3]([F:47])[c:4]([C:8]([CH2:9][CH2:10][CH2:11][CH2:12][O:13][CH3:14])([OH:15])[CH:16]2[CH2:17][N:18]([C:22](=[O:23])[NH:24][CH:25]3[CH2:26][NH:27][CH2:28][CH2:29][CH:30]3[CH:31]3[CH2:32][CH2:33][CH2:34][CH2:35][CH2:36]3)[CH2:19][CH2:20][CH2:21]2)[cH:5][cH:6][cH:7]1. Reactants: S(=O)(Cl)Cl (thionyl chloride), Cl.OCC=1C=[NH+]C=CC1 (3-hydroxymethyl pyridinium hydrochloride). Yields the product Cl.ClCC=1C=[NH+]C=CC1 (3-chloromethyl pyridinium hydrochloride). As a reaction SMILES: S(Cl)([Cl:3])=O.[ClH:5].O[CH2:7][C:8]1[CH:9]=[NH+:10][CH:11]=[CH:12][CH:13]=1>>[ClH:3].[Cl:5][CH2:7][C:8]1[CH:9]=[NH+:10][CH:11]=[CH:12][CH:13]=1 |f:1.2,3.4|. Procedure: reacting thionyl chloride with 3-hydroxymethyl pyridinium hydrochloride to form 3-chloromethyl pyridinium hydrochloride, at least a portion of which forms as a solid in the reaction mixture. The reactants are C1(=CC=CC=C1)C (toluene), O=C1C(CCCC1)C(=O)OCC (ethyl 2-oxocyclohexane carboxylate), C1(=CC=CC=C1)[C@H](C)N ((S)-(−)-1-phenylethylamine). The solvent is C(C)#N (acetonitrile). The product is C1(=CC=CC=C1)[C@H](C)NC1=C(CCCC1)C(=O)OCC ((S)-Ethyl 2-(1-phenylethylamino)cyclohex-1-enecarboxylate). As a reaction SMILES: O=[C:2]1[CH2:7][CH2:6][CH2:5][CH2:4][CH:3]1[C:8]([O:10][CH2:11][CH3:12])=[O:9].[C:13]1([C@@H:19]([NH2:21])[CH3:20])[CH:18]=[CH:17][CH:16]=[CH:15][CH:14]=1.C1(C)C=CC=CC=1>C(#N)C>[C:13]1([C@@H:19]([NH:21][C:2]2[CH2:7][CH2:6][CH2:5][CH2:4][C:3]=2[C:8]([O:10][CH2:11][CH3:12])=[O:9])[CH3:20])[CH:18]=[CH:17][CH:16]=[CH:15][CH:14]=1. Procedure: In another embodiment, the present invention may utilize ethyl 2-oxocyclohexane carboxylate (6) to prepare (1S,2S)-2-[(S)-1-phenylethyl amino]cyclohexyl)methanol (11) as described in FIG. 4 by modification of methods of synthesis using an aprotic solvent to produce an amine [See Xu D et al., Tetrahedron Asymmetry, Vol. 8, No. 9, pp/1445-51, 1997]. The current embodiment may comprise reacting ethyl 2-oxocyclohexane carboxylate (6) with (S)-(−)-1-phenylethylamine (7) in the presence of an aprotic ... Starting materials: NC1=C(C(=O)C2=C(C=CC=C2)Cl)C=C(C=C1C)C (2-amino-2'-chloro-3,5-dimethylbenzophenone), COC(CC(=O)OC)OC (methyl 3,3-dimethoxypropionate), O.C1(=CC=C(C=C1)S(=O)(=O)O)C (p-toluenesulfonic acid hydrate). Solvent: C1=CC=CC=C1 (benzene). Yields the product ClC1=C(C=CC=C1)C1=C(C=NC2=C(C=C(C=C12)C)C)C(=O)OC (methyl 4-(2-chlorophenyl)-6,8-dimethyl-3-quinolinecarboxylate). Isolated yield 58.5%. As a reaction SMILES: [NH2:1][C:2]1[C:16]([CH3:17])=[CH:15][C:14]([CH3:18])=[CH:13][C:3]=1[C:4]([C:6]1[CH:11]=[CH:10][CH:9]=[CH:8][C:7]=1[Cl:12])=O.[CH3:19][O:20][CH:21]([O:27]C)[CH2:22][C:23](OC)=O.O.C1(C)C=CC(S(O)(=O)=O)=CC=1>C1C=CC=CC=1>[Cl:12][C:7]1[CH:8]=[CH:9][CH:10]=[CH:11][C:6]=1[C:4]1[C:3]2[C:2](=[C:16]([CH3:17])[CH:15]=[C:14]([CH3:18])[CH:13]=2)[N:1]=[CH:23][C:22]=1[C:21]([O:20][CH3:19])=[O:27] |f:2.3|. Procedure: A mixture of 2-amino-2'-chloro-3,5-dimethylbenzophenone (2.59 g), methyl 3,3-dimethoxypropionate (3.7 g), p-toluenesulfonic acid hydrate (0.19 g) and benzene (30 ml) was refluxed for 16 hrs., with removal of water by a Dien-Stark apparatus. The mixture was distilled to remove the solvent, and the residue was purified by a column chromatography on silica gel to give methyl 4-(2-chlorophenyl)-6,8-dimethyl-3-quinolinecarboxylate as crystals (1.90 g, 58.5%), which was recrystallized from isopropyl e... The reactants are C[Si](C)(C)N=[N+]=[N-] (trimethylsilyl azide), C(C(=O)Cl)(=O)Cl (Oxalyl chloride), CN(C=O)C (dimethylformamide), FC1=CC=C(CN(C=2SC(=CN2)C(=O)O)CC2=CC=C(C=C2)C=2C=NC=CC2)C=C1 (2-((4-fluorobenzyl)(4-(pyridin-3-yl)benzyl)amino)thiazole-5-carboxylic acid). Run in ClCCl (dichloromethane). Reaction conditions: temperature 0 celsius, time 1 hour. The product is FC1=CC=C(CN(C=2SC(=CN2)N=C=O)CC2=CC=C(C=C2)C=2C=NC=CC2)C=C1 (N-(4-fluorobenzyl)-5-isocyanato-N-(4-(pyridin-3-yl)benzyl)thiazol-2-amine). Reaction SMILES: [F:1][C:2]1[CH:30]=[CH:29][C:5]([CH2:6][N:7]([CH2:16][C:17]2[CH:22]=[CH:21][C:20]([C:23]3[CH:24]=[N:25][CH:26]=[CH:27][CH:28]=3)=[CH:19][CH:18]=2)[C:8]2[S:9][C:10](C(O)=O)=[CH:11][N:12]=2)=[CH:4][CH:3]=1.C(Cl)(=O)C(Cl)=O.C[N:38](C)[CH:39]=[O:40].C[Si](N=[N+]=[N-])(C)C>ClCCl>[F:1][C:2]1[CH:30]=[CH:29][C:5]([CH2:6][N:7]([CH2:16][C:17]2[CH:18]=[CH:19][C:20]([C:23]3[CH:24]=[N:25][CH:26]=[CH:27][CH:28]=3)=[CH:21][CH:22]=2)[C:8]2[S:9][C:10]([N:38]=[C:39]=[O:40])=[CH:11][N:12]=2)=[CH:4][CH:3]=1. Reported procedure: To a 50 mL round-bottomed flask was added 2-((4-fluorobenzyl)(4-(pyridin-3-yl)benzyl)amino)thiazole-5-carboxylic acid (850 mg, 2.026 mmol) in dichloromethane (10.100 ml) and the solution was cooled to 0° C. Oxalyl chloride (0.266 ml, 3.04 mmol) and dimethylformamide (0.016 ml, 0.203 mmol) were added and some bubbling occurred. The solution was warmed to room temperature and stirred for 1 hour. The mixture was cooled to 0° C., and trimethylsilyl azide (0.538 ml, 4.05 mmol) was added. The mixture ...